This data is from the Open Reaction Database (ORD), a public repository of structured organic reaction records. The task is: describe an organic reaction: reactants, conditions, products, and yield Reactants: CC(C)(C)[O-], O=[N+]([O-])c1ccsc1Cl, [K+], CN(C)C=O, O=C1NCCO1. Yields the product O=C1OCCN1c1sccc1[N+](=O)[O-]. RXN SMILES: [CH3:1][C:2]([CH3:3])([O-:4])[CH3:5].[Cl:13][c:14]1[s:15][cH:16][cH:17][c:18]1[N+:19](=[O:20])[O-:21].[K+:6].[O:22]=[CH:23][N:24]([CH3:25])[CH3:26].[O:7]1[C:8](=[O:12])[NH:9][CH2:10][CH2:11]1>>[O:7]1[C:8](=[O:12])[N:9]([c:14]2[s:15][cH:16][cH:17][c:18]2[N+:19](=[O:20])[O-:21])[CH2:10][CH2:11]1. Reactants: CC(=O)O[BH-](OC(C)=O)OC(C)=O, C1CCOC1, CN1CCNCC1, CC(=O)O, CCO, Cc1c(Nc2c(C#N)cncc2-c2cc3cc(C=O)ccc3o2)cc(Cl)c2[nH]ccc12, [Na+]. Yields the product Cc1c(Nc2c(C#N)cncc2-c2cc3cc(CN4CCN(C)CC4)ccc3o2)cc(Cl)c2[nH]ccc12. RXN SMILES: [C:43]([O:44][BH-:45]([O:46][C:47](=[O:48])[CH3:49])[O:50][C:51](=[O:52])[CH3:53])(=[O:54])[CH3:55].[CH2:57]1[O:58][CH2:59][CH2:60][CH2:61]1.[CH3:32][N:33]1[CH2:34][CH2:35][NH:36][CH2:37][CH2:38]1.[CH3:39][C:40](=[O:41])[OH:42].[CH3:62][CH2:63][OH:64].[Cl:1][c:2]1[cH:3][c:4]([NH:12][c:13]2[c:14](-[c:21]3[o:22][c:23]4[c:24]([cH:25]3)[cH:26][c:27]([CH:30]=[O:31])[cH:28][cH:29]4)[cH:15][n:16][cH:17][c:18]2[C:19]#[N:20])[c:5]([CH3:11])[c:6]2[cH:7][cH:8][nH:9][c:10]12.[Na+:56]>>[Cl:1][c:2]1[cH:3][c:4]([NH:12][c:13]2[c:14](-[c:21]3[o:22][c:23]4[c:24]([cH:25]3)[cH:26][c:27]([CH2:30][N:36]3[CH2:35][CH2:34][N:33]([CH3:32])[CH2:38][CH2:37]3)[cH:28][cH:29]4)[cH:15][n:16][cH:17][c:18]2[C:19]#[N:20])[c:5]([CH3:11])[c:6]2[cH:7][cH:8][nH:9][c:10]12. Starting materials: [Ag+], CCC(C(C)=O)C(=O)O, O=[N+]([O-])[O-], O, OCCNCCO. Yields the product [Ag+], CC(=O)C(C)C(=O)[O-]. As a reaction SMILES: [Ag+:21].[CH2:8]([CH3:9])[CH:10]([C:11](=[O:12])[OH:13])[C:14](=[O:15])[CH3:16].[N+:17]([O-:18])([O-:19])=[O:20].[OH2:22].[OH:1][CH2:2][CH2:3][NH:4][CH2:5][CH2:6][OH:7]>>[Ag+:21].[CH3:8][CH:10]([C:11](=[O:12])[O-:13])[C:14](=[O:15])[CH3:16]. Reactants: CN1CCN(CC1)C(=O)[C@H]1N(C[C@H](C1)SC=1[C@@H]([C@H]2N(C1C(=O)OCC1=CC=C(C=C1)[N+](=O)[O-])C([C@@H]2[C@@H](C)O)=O)C)C (4-nitrobenzyl (1R,5S,6S)-2-[(2S,4S)-2-(4-methyl-1-piperazinylcarbonyl)-1-methyl-pyrrolidin-4-ylthio]-6-[(1R)-1-hydroxyethyl]-1-methyl-1-carbapen-2-em-3-carboxylate), O1CCCC1 (tetrahydrofuran), Cl (hydrochloric acid). Run in O (water). Product: Cl.CN1CCN(CC1)C(=O)[C@H]1N(C[C@H](C1)SC=1[C@@H]([C@H]2N(C1C(=O)O)C([C@@H]2[C@@H](C)O)=O)C)C ((1R,5S,6S)-2[(2S,4S)-2-(4-Methyl-1-piperazinyl-carbonyl)-1-methylpyrrolidin-4-ylthio]-6-[(1R)-1-hydroxy-ethyl]-1-methyl-1-carbapen-2-em-3-carboxylic acid hydrochloride). Reaction SMILES: [CH3:1][N:2]1[CH2:7][CH2:6][N:5]([C:8]([C@@H:10]2[CH2:14][C@H:13]([S:15][C:16]3[C@H:17]([CH3:40])[C@@H:18]4[C@@H:35]([C@H:36]([OH:38])[CH3:37])[C:34](=[O:39])[N:19]4[C:20]=3[C:21]([O:23]CC3C=CC([N+]([O-])=O)=CC=3)=[O:22])[CH2:12][N:11]2[CH3:41])=[O:9])[CH2:4][CH2:3]1.O1CCCC1.[ClH:47]>O>[ClH:47].[CH3:1][N:2]1[CH2:3][CH2:4][N:5]([C:8]([C@@H:10]2[CH2:14][C@H:13]([S:15][C:16]3[C@H:17]([CH3:40])[C@@H:18]4[C@@H:35]([C@H:36]([OH:38])[CH3:37])[C:34](=[O:39])[N:19]4[C:20]=3[C:21]([OH:23])=[O:22])[CH2:12][N:11]2[CH3:41])=[O:9])[CH2:6][CH2:7]1 |f:4.5|. Procedure: A solution of 720 mg of 4-nitrobenzyl (1R,5S,6S)-2-[(2S,4S)-2-(4-methyl-1-piperazinylcarbonyl)-1-methyl-pyrrolidin-4-ylthio]-6-[(1R)-1-hydroxyethyl]-1-methyl-1-carbapen-2-em-3-carboxylate [prepared as described in step (a) above] in 60 ml of a 1:1 by volume mixture of tetrahydrofuran and water was mixed with 1.2 ml of 1N aqueous hydrochloric acid, and the mixture was hydrogenated by bubbling hydrogen through it at room temperature for 2 hours in the presence of 800 mg of 10% w/w palladium-on-cha... Starting materials: C1CNCCN1, ClC1Cc2cc(I)ccc2Sc2ccccc21, [Na+], [OH-]. Yields the product Ic1ccc2c(c1)CC(N1CCNCC1)c1ccccc1S2. As a reaction SMILES: [CH2:18]1[CH2:19][NH:20][CH2:21][CH2:22][NH:23]1.[Cl:1][CH:2]1[CH2:3][c:4]2[c:5]([cH:13][cH:14][c:15]([I:17])[cH:16]2)[S:6][c:7]2[c:8]1[cH:9][cH:10][cH:11][cH:12]2.[Na+:25].[OH-:24]>>[CH:2]1([N:20]2[CH2:19][CH2:18][NH:23][CH2:22][CH2:21]2)[CH2:3][c:4]2[c:5]([cH:13][cH:14][c:15]([I:17])[cH:16]2)[S:6][c:7]2[c:8]1[cH:9][cH:10][cH:11][cH:12]2. The reactants are CCN=C=NCCCN(C)C, CCN(C(C)C)C(C)C, NNC(=O)c1ccc(Cl)c(Cl)c1, O=C(O)c1cc2nc(Cl)ccc2[nH]1, CN(C)C=O, On1nnc2ccccc21. Yields the product O=C(NNC(=O)c1cc2nc(Cl)ccc2[nH]1)c1ccc(Cl)c(Cl)c1. RXN SMILES: [CH3:45][CH2:46][N:47]=[C:48]=[N:49][CH2:50][CH2:51][CH2:52][N:53]([CH3:54])[CH3:55].[CH:26]([N:27]([CH2:28][CH3:29])[CH:30]([CH3:31])[CH3:32])([CH3:33])[CH3:34].[Cl:14][c:15]1[cH:16][c:17]([C:18](=[O:19])[NH:20][NH2:21])[cH:22][cH:23][c:24]1[Cl:25].[Cl:1][c:2]1[cH:3][cH:4][c:5]2[c:6]([n:7]1)[cH:8][c:9]([C:11](=[O:12])[OH:13])[nH:10]2.[O:56]=[CH:57][N:58]([CH3:59])[CH3:60].[OH:35][n:36]1[c:37]2[c:38]([cH:39][cH:40][cH:41][cH:42]2)[n:43][n:44]1>>[Cl:1][c:2]1[cH:3][cH:4][c:5]2[c:6]([n:7]1)[cH:8][c:9]([C:11](=[O:13])[NH:21][NH:20][C:18]([c:17]1[cH:16][c:15]([Cl:14])[c:24]([Cl:25])[cH:23][cH:22]1)=[O:19])[nH:10]2. The solvent is C1CCOC1 (THF). Product: C(C)(=O)NC1=C(C=C(CN)C=C1C)Cl (4-acetamido-3-chloro-5-methylbenzylamine). RXN SMILES: [C:1]([NH:4][C:5]1[C:12]([CH3:13])=[CH:11][C:8]([C:9]#[N:10])=[CH:7][C:6]=1[Cl:14])(=[O:3])[CH3:2].NC1C(C)=CC(CN)=CC=1Cl.[H-].[H-].[H-].[H-].[Li+].[Al+3]>C1COCC1>[C:1]([NH:4][C:5]1[C:12]([CH3:13])=[CH:11][C:8]([CH2:9][NH2:10])=[CH:7][C:6]=1[Cl:14])(=[O:3])[CH3:2] |f:2.3.4.5.6.7|. The reactants are ( 2 ), C(C)(=O)NC1=C(C=C(C#N)C=C1C)Cl (4-acetamido-3-chloro-5-methylbenzonitrile), NC1=C(C=C(CN)C=C1C)Cl (4-amino-3-chloro-5-methylbenzylamine), [H-].[H-].[H-].[H-].[Li+].[Al+3] (LAH). Reported procedure: Step G (2): 4-acetamido-3-chloro-5-methylbenzonitrile was reduced to 4-amino-3-chloro-5-methylbenzylamine by heating it at reflux with 2.2 eq. of LAH in THF for 2 hrs. 1H NMR (500 MHz, CD3OD) δ 7.31 (s, 1 H), 7.17 (s, 1 H), 3.73 (s, 2 H), 2.23 (s, 3 H), 2.15 (s, 3 H).